Dataset: the Open Reaction Database (ORD), a public repository of structured organic reaction records. Task: describe an organic reaction: reactants, conditions, products, and yield The reactants are CNC, ClCCl, O=C(Cl)c1cc(I)ccc1F, C1CCOC1. Product: CN(C)C(=O)c1cc(I)ccc1F. Reaction SMILES: [CH3:1][NH:2][CH3:3].[Cl:20][CH2:21][Cl:22].[F:9][c:10]1[c:11]([C:12](=[O:13])[Cl:14])[cH:15][c:16]([I:19])[cH:17][cH:18]1.[O:4]1[CH2:5][CH2:6][CH2:7][CH2:8]1>>[CH3:1][N:2]([CH3:3])[C:12]([c:11]1[c:10]([F:9])[cH:18][cH:17][c:16]([I:19])[cH:15]1)=[O:13].